Dataset: the Open Reaction Database (ORD), a public repository of structured organic reaction records. Task: describe an organic reaction: reactants, conditions, products, and yield The reactants are COc1ccc2c(Nc3c(Cl)cncc3Cl)cc(=O)n(CCO)c2c1OC1CCCC1, ClCCl. Yields the product COc1ccc2c(Nc3c(Cl)cncc3Cl)cc(=O)n(CC=O)c2c1OC1CCCC1. As a reaction SMILES: [CH:1]1([O:6][c:7]2[c:8]([O:30][CH3:31])[cH:9][cH:10][c:11]3[c:12]([NH:21][c:22]4[c:23]([Cl:29])[cH:24][n:25][cH:26][c:27]4[Cl:28])[cH:13][c:14](=[O:20])[n:15]([CH2:17][CH2:18][OH:19])[c:16]23)[CH2:2][CH2:3][CH2:4][CH2:5]1.[Cl:32][CH2:33][Cl:34]>>[CH:1]1([O:6][c:7]2[c:8]([O:30][CH3:31])[cH:9][cH:10][c:11]3[c:12]([NH:21][c:22]4[c:23]([Cl:29])[cH:24][n:25][cH:26][c:27]4[Cl:28])[cH:13][c:14](=[O:20])[n:15]([CH2:17][CH:18]=[O:19])[c:16]23)[CH2:2][CH2:3][CH2:4][CH2:5]1.